Task: describe an organic reaction: reactants, conditions, products, and yield. Dataset: the Open Reaction Database (ORD), a public repository of structured organic reaction records Reactants: ClC(=O)OCCCl (2-Chloroethyl chloroformate), NC1=C(CNC=2C=3N(C=CC2)C(=C(N3)C)C)C(=CC=C1)C (8-(2-amino-6-methylbenzylamino)-2,3-dimethylimidazo[1,2-a]pyridine). Run in ClCCl (dichloromethane), ClCCl (dichloromethane). Reaction conditions: time 16 hour. Yields the product ClCCOC(=O)NC1=C(CNC=2C=3N(C=CC2)C(=C(N3)C)C)C(=CC=C1)C (8-[2-(2-Chloroethoxycarbonylamino)-6-methylbenzylamino]-2,3-dimethylimidazo[1,2-a]pyridine). Reaction SMILES: Cl[C:2]([O:4][CH2:5][CH2:6][Cl:7])=[O:3].[NH2:8][C:9]1[CH:27]=[CH:26][CH:25]=[C:24]([CH3:28])[C:10]=1[CH2:11][NH:12][C:13]1[C:14]2[N:15]([C:19]([CH3:23])=[C:20]([CH3:22])[N:21]=2)[CH:16]=[CH:17][CH:18]=1>ClCCl>[Cl:7][CH2:6][CH2:5][O:4][C:2]([NH:8][C:9]1[CH:27]=[CH:26][CH:25]=[C:24]([CH3:28])[C:10]=1[CH2:11][NH:12][C:13]1[C:14]2[N:15]([C:19]([CH3:23])=[C:20]([CH3:22])[N:21]=2)[CH:16]=[CH:17][CH:18]=1)=[O:3]. Procedure: 2-Chloroethyl chloroformate (12.4 g, 81 mmol) dissolved in dichloromethane (40 ml) is added dropwise at RT, during the course of about 30 min, to a solution of 8-(2-amino-6-methylbenzylamino)-2,3-dimethylimidazo[1,2-a]pyridine (19.65 g, 70 mmol) in anhydrous dichloromethane (600 ml). The mixture is then stirred at RT for 16 h and then extracted with sodium hydrogen carbonate (4×200 ml). After extraction of the aqueous phases with dichloromethane (200 ml), the combined organic extracts are washed... The reactants are NC1=C(C=CC(=C1)[N+](=O)[O-])N1CCN(CC1)C(=O)C1=CC=CC=C1 ((4-(2-amino-4-nitrophenyl)piperazin-1-yl)(phenyl)methanone), C(C)(=O)Cl (acetyl chloride), [OH-].[Na+] (sodium hydroxide). The solvent is C1CCOC1 (THF). Product: C(C1=CC=CC=C1)(=O)N1CCN(CC1)C1=C(C=C(C=C1)[N+](=O)[O-])NC(C)=O (N-(2-(4-benzoylpiperazin-1-yl)-5-nitrophenyl)acetamide). Yield: 33.2%. RXN SMILES: [NH2:1][C:2]1[CH:7]=[C:6]([N+:8]([O-:10])=[O:9])[CH:5]=[CH:4][C:3]=1[N:11]1[CH2:16][CH2:15][N:14]([C:17]([C:19]2[CH:24]=[CH:23][CH:22]=[CH:21][CH:20]=2)=[O:18])[CH2:13][CH2:12]1.[C:25](Cl)(=[O:27])[CH3:26].[OH-].[Na+]>C1COCC1>[C:17]([N:14]1[CH2:13][CH2:12][N:11]([C:3]2[CH:4]=[CH:5][C:6]([N+:8]([O-:10])=[O:9])=[CH:7][C:2]=2[NH:1][C:25](=[O:27])[CH3:26])[CH2:16][CH2:15]1)(=[O:18])[C:19]1[CH:20]=[CH:21][CH:22]=[CH:23][CH:24]=1 |f:2.3|. Procedure details: A solution of 5-nitro-2-(piperazin-1-yl)benzenamine (2.4 g, 10.7 mmol), benzoyl chloride (1.2 ml, 12.8 mmol) and triethylamine (6.0 ml, 42.7 mmol) in 40 ml DCM was stirred at 0° C. for 2 hours. The mixture was washed with water (2×10 ml) and dried over anhydrous sodium sulfate before removing the solvents. (4-(2-Amino-4-nitrophenyl)piperazin-1-yl)(phenyl)methanone (3.0 g, 86%) was obtained by flash column chromatograph (40% ethyl acetate in hexanes). A solution of (4-(2-amino-4-nitrophenyl)piper... Starting materials: CS(=O)(=O)N (methanesulfonamide), C1(CCCCC1)P(C1=C(C=CC=C1)C1=C(C=C(C=C1C(C)C)C(C)C)C(C)C)C1CCCCC1 (2-dicyclohexylphosphino-2′,4′,6′-tri-isopropyl-1,1′-biphenyl), C([O-])([O-])=O.[Cs+].[Cs+] (cesium carbonate), ClC1=CC(=NC(=N1)SCC1=C(C(=CC=C1)F)F)OCCO (2-({6-chloro-2-[(2,3-difluorobenzyl)thio]pyrimidin-4-yl)oxy}ethanol). Reagents/catalysts: C=1C=CC(=CC1)/C=C/C(=O)/C=C/C2=CC=CC=C2.C=1C=CC(=CC1)/C=C/C(=O)/C=C/C2=CC=CC=C2.C=1C=CC(=CC1)/C=C/C(=O)/C=C/C2=CC=CC=C2.[Pd].[Pd] (tris(dibenzylideneacetone)dipalladium). Solvent: O1CCOCC1 (dioxane). Run at temperature 100 celsius. The product is FC1=C(CSC2=NC(=CC(=N2)NS(=O)(=O)C)OCCO)C=CC=C1F (N-[2-[(2,3-Difluorobenzyl)thio]-6-(2-hydroxyethoxy)pyrimidin-4-yl]methanesulfonamide). As a reaction SMILES: [CH3:1][S:2]([NH2:5])(=[O:4])=[O:3].C1(P(C2CCCCC2)C2C=CC=CC=2C2C(C(C)C)=CC(C(C)C)=CC=2C(C)C)CCCCC1.C(=O)([O-])[O-].[Cs+].[Cs+].Cl[C:47]1[N:52]=[C:51]([S:53][CH2:54][C:55]2[CH:60]=[CH:59][CH:58]=[C:57]([F:61])[C:56]=2[F:62])[N:50]=[C:49]([O:63][CH2:64][CH2:65][OH:66])[CH:48]=1>O1CCOCC1.C1C=CC(/C=C/C(/C=C/C2C=CC=CC=2)=O)=CC=1.C1C=CC(/C=C/C(/C=C/C2C=CC=CC=2)=O)=CC=1.C1C=CC(/C=C/C(/C=C/C2C=CC=CC=2)=O)=CC=1.[Pd].[Pd]>[F:62][C:56]1[C:57]([F:61])=[CH:58][CH:59]=[CH:60][C:55]=1[CH2:54][S:53][C:51]1[N:52]=[C:47]([NH:5][S:2]([CH3:1])(=[O:4])=[O:3])[CH:48]=[C:49]([O:63][CH2:64][CH2:65][OH:66])[N:50]=1 |f:2.3.4,7.8.9.10.11|. Procedure details: A mixture of methanesulfonamide (0.228 g), tris(dibenzylideneacetone)dipalladium (0) (50 mg), 2-dicyclohexylphosphino-2′,4′,6′-tri-isopropyl-1,1′-biphenyl (XPHOS) (50 mg), cesium carbonate (0.585 g) and 2-({6-chloro-2-[(2,3-difluorobenzyl)thio]pyrimidin-4-yl)oxy}ethanol ((the product step i), 0.400 g) in dioxane (20 ml) was heated at reflux in a microwave at 100° C., 300 W, open vessel with cooling for 30 mins. The reaction mixture was then reduced in vacuo and the residue separated between DCM ... The reactants are C(Cl)Cl (CH2Cl2), ClC1=NC=CC(=C1)C=1N=C2C(=NC1)NC=C2C(C(C)(C)C)=O (1-[2-(2-chloro-pyridin-4-yl)-5H-pyrrolo[2,3-b]pyrazin-7-yl]-2,2-dimethyl-propan-1-one), C1(=CCCC1)B(O)O (cyclopenten-1-yl boronic acid), C([O-])([O-])=O.[K+].[K+] (potassium carbonate). Reagents/catalysts: C1=CC=C(C=C1)P([C-]2C=CC=C2)C3=CC=CC=C3.C1=CC=C(C=C1)P([C-]2C=CC=C2)C3=CC=CC=C3.Cl[Pd]Cl.[Fe+2] (Pd(dppf)Cl2). The solvent is O1CCOCC1 (1,4-dioxane), O (water). Yields the product EtOAc hexanes, C1(=CCCC1)C1=NC=CC(=C1)C=1N=C2C(=NC1)NC=C2C(C(C)(C)C)=O (1-[2-(2-cyclopent-1-enyl-pyridin-4-yl)-5H-pyrrolo[2,3-b]pyrazin-7-yl]-2,2-dimethyl-propan-1-one). Isolated yield 24.3%. Reaction SMILES: Cl[C:2]1[CH:7]=[C:6]([C:8]2[N:9]=[C:10]3[C:16]([C:17](=[O:22])[C:18]([CH3:21])([CH3:20])[CH3:19])=[CH:15][NH:14][C:11]3=[N:12][CH:13]=2)[CH:5]=[CH:4][N:3]=1.[C:23]1(B(O)O)[CH2:27][CH2:26][CH2:25][CH:24]=1.C(=O)([O-])[O-].[K+].[K+].C(Cl)Cl>O1CCOCC1.O.C1C=CC(P(C2C=CC=CC=2)[C-]2C=CC=C2)=CC=1.C1C=CC(P(C2C=CC=CC=2)[C-]2C=CC=C2)=CC=1.Cl[Pd]Cl.[Fe+2]>[C:23]1([C:2]2[CH:7]=[C:6]([C:8]3[N:9]=[C:10]4[C:16]([C:17](=[O:22])[C:18]([CH3:21])([CH3:20])[CH3:19])=[CH:15][NH:14][C:11]4=[N:12][CH:13]=3)[CH:5]=[CH:4][N:3]=2)[CH2:27][CH2:26][CH2:25][CH:24]=1 |f:2.3.4,8.9.10.11|. Procedure details: A mixture of 1-[2-(2-chloro-pyridin-4-yl)-5H-pyrrolo[2,3-b]pyrazin-7-yl]-2,2-dimethyl-propan-1-one (0.060 g, 0.19 mmol), cyclopenten-1-yl boronic acid (0.032 g, 0.29 mmol), potassium carbonate (0.101 g, 0.73 mmol), and Pd(dppf)Cl2.CH2Cl2 (0.012 g, 0.015 mmol) in 3 mL of 1,4-dioxane and 0.75 mL of water was stirred at 160° C. in a microwave for 30 min. The resulting black suspension was partitioned between 30 mL of ethyl acetate and 30 mL of water, and the aqueous layer was extracted with 30 mL o... Starting materials: ClC1=CN=C2C=3C(C(N(CC13)[C@@H](C(=O)OCC1=CC=CC=C1)C(C)(C)C)=O)=CN2S(=O)(=O)C2=CC=C(C)C=C2 ((R)-benzyl 2-(6-chloro-3-oxo-1-tosylpyrrolo[4,3,2-de][2,6]naphthyridin-4(1H,3H,5H)-yl)-3,3-dimethylbutanoate), [OH-].[Na+] (NaOH). The solvent is CO.C1CCOC1 (MeOH THF). Conditions: temperature 50 celsius, time 16 hour. Product: C(C1=CC=CC=C1)OC([C@@H](C(C)(C)C)NCC1=C2C(=NC=C1Cl)N(C=C2C(=O)O)S(=O)(=O)C2=CC=C(C)C=C2)=O ((R)-4-((1-(benzyloxy)-3,3-dimethyl-1-oxobutan-2-ylamino)methyl)-5-chloro-1-tosyl-1H-pyrrolo[2,3-b]pyridine-3-carboxylic acid). Yield: 38.9%. RXN SMILES: [Cl:1][C:2]1[C:11]2[CH2:10][N:9]([C@H:12]([C:23]([CH3:26])([CH3:25])[CH3:24])[C:13]([O:15][CH2:16][C:17]3[CH:22]=[CH:21][CH:20]=[CH:19][CH:18]=3)=[O:14])[C:8](=[O:27])[C:7]3=[CH:28][N:29]([S:30]([C:33]4[CH:39]=[CH:38][C:36]([CH3:37])=[CH:35][CH:34]=4)(=[O:32])=[O:31])[C:5]([C:6]=23)=[N:4][CH:3]=1.[OH-:40].[Na+]>CO.C1COCC1>[CH2:16]([O:15][C:13](=[O:14])[C@H:12]([NH:9][CH2:10][C:11]1[C:2]([Cl:1])=[CH:3][N:4]=[C:5]2[N:29]([S:30]([C:33]3[CH:34]=[CH:35][C:36]([CH3:37])=[CH:38][CH:39]=3)(=[O:32])=[O:31])[CH:28]=[C:7]([C:8]([OH:40])=[O:27])[C:6]=12)[C:23]([CH3:26])([CH3:25])[CH3:24])[C:17]1[CH:18]=[CH:19][CH:20]=[CH:21][CH:22]=1 |f:1.2,3.4|. Procedure details: Crude (R)-benzyl 2-(6-chloro-3-oxo-1-tosylpyrrolo[4,3,2-de][2,6]naphthyridin-4(1H,3H,5H)-yl)-3,3-dimethylbutanoate was dissolved in MeOH/THF (50%, 5 mL). Aqueous NaOH (1N, 2 mL) was added. The reaction mixture was stirred at 50° C. for 16 h and was purified via preparative mass trigger LC-MS (AcCN/H2O, 20-50%). The fractions were collected, concentrated, and dried in vacuo to afford the title compound as a yellow oil (34 mg, 38.9% from Step A starting material). 1H NMR (400 MHz, CD3OD) δ 1.22-1.... Reactants: O=C(O)CC1CCc2ccccc2C1, COC(=O)C1CCCN1, O=C(O)CC1CCc2ccccc21. The product is COC(=O)C1CCCN1C(=O)CC1CCc2ccccc2C1. RXN SMILES: [CH2:1]1[CH:2]([CH2:11][C:12](=[O:13])[OH:14])[CH2:3][CH2:4][c:5]2[cH:6][cH:7][cH:8][cH:9][c:10]21.[CH3:15][O:16][C:17]([CH:18]1[NH:19][CH2:20][CH2:21][CH2:22]1)=[O:23].[CH:24]1([CH2:25][C:26]([OH:27])=[O:28])[c:29]2[c:30]([cH:31][cH:32][cH:33][cH:34]2)[CH2:35][CH2:36]1>>[CH2:1]1[CH:2]([CH2:11][C:12](=[O:14])[N:19]2[CH:18]([C:17]([O:16][CH3:15])=[O:23])[CH2:22][CH2:21][CH2:20]2)[CH2:3][CH2:4][c:5]2[cH:6][cH:7][cH:8][cH:9][c:10]21. The reactants are CC=1N=C(SC1C(C)=NNC(N)=N)C1=CC=C(C=C1)CCCCCCCCC (1-[4-Methyl-2-(4-nonylphenyl)thiazol-5-yl]ethylidenehydrazinecarboximid-amide), CO (methanol), solid, C22H34N5S. The solvent is O (water). Product: CC=1N=C(SC1C(C)=NNC(N)=N)C1=CC=C(C=C1)CCC (2-{1-[4-Methyl-2-(4-propylphenyl)thiazol-5-yl]ethylidene}hydrazinecarboximidamide). As a reaction SMILES: [CH3:1][C:2]1[N:3]=[C:4]([C:14]2[CH:19]=[CH:18][C:17]([CH2:20][CH2:21][CH2:22]CCCCCC)=[CH:16][CH:15]=2)[S:5][C:6]=1[C:7](=[N:9][NH:10][C:11](=[NH:13])[NH2:12])[CH3:8].CO>O>[CH3:1][C:2]1[N:3]=[C:4]([C:14]2[CH:15]=[CH:16][C:17]([CH2:20][CH2:21][CH3:22])=[CH:18][CH:19]=2)[S:5][C:6]=1[C:7](=[N:9][NH:10][C:11](=[NH:12])[NH2:13])[CH3:8]. Procedure: 2-{1-[4-Methyl-2-(4-nonylphenyl)thiazol-5-yl]ethylidenehydrazinecarboximid-amide (1f). Yellow solid (133 mg, 55%): mp 203-206° C. 1H NMR (DMSO-d6) δ 11.32 (brs, 1 H), 7.79 (d, J=8.1 Hz, 2 H), 7.60 (brs, 3 H), 7.28 (d, J=8.1 Hz, 2 H), 2.58 (m, 5 H), 2.41 (s, 3 H), 1.55 (m, 2 H), 1.22 (m, 12 H), 0.82 (t, J=6.9 Hz, 3 H); 13C NMR (DMSO-d6) δ 165.80, 156.87, 153.45, 147.99, 146.28, 131.19, 131.60, 129.44, 126.25, 36.34, 35.29, 31.60, 30.98, 29.28, 29.19, 28.99, 22.42, 18.46, 18.39, 14.27; ESIMS m/z (... The reactants are O (Water), C(=O)(N1C=NC=C1)N1C=NC=C1 (1,1′-carbonyldiimidazole), NCCC1=CC=C(C=C1)O (4-(2-Aminoethyl)phenol), C(NN)(=O)OC(C)(C)C (tert-butyl carbazate). The solvent is O1CCCC1 (tetrahydrofuran). Run at time 1.5 hour. The product is OC1=CC=C(C=C1)CCNC(=O)NNC(=O)OC(C)(C)C (tert-butyl 2-{[2-(4-hydroxyphenyl)ethyl]carbamoyl}hydrazinecarboxylate). Yield: 81.9%. As a reaction SMILES: [C:1]([N:8]1[CH:12]=[CH:11]N=C1)([N:3]1C=CN=C1)=[O:2].[C:13]([O:17][C:18]([CH3:21])([CH3:20])[CH3:19])(=[O:16])[NH:14]N.NCC[C:25]1[CH:30]=[CH:29][C:28]([OH:31])=[CH:27][CH:26]=1.O>O1CCCC1>[OH:31][C:28]1[CH:29]=[CH:30][C:25]([CH2:11][CH2:12][NH:8][C:1]([NH:3][NH:14][C:13]([O:17][C:18]([CH3:21])([CH3:20])[CH3:19])=[O:16])=[O:2])=[CH:26][CH:27]=1. Procedure details: To a suspension of 1,1′-carbonyldiimidazole (1.621 g, 9.994 mmol) in anhydrous tetrahydrofuran (20 ml) was added tert-butyl carbazate (1.322 g, 10.00 mmol), and the mixture was stirred at room temperature for 1.5 hr. 4-(2-Aminoethyl)phenol (1.371 g, 9.991 mmol) was added and the mixture was stirred at room temperature for 6 hr. Water (40 ml) was added to the reaction mixture and the precipitate was collected by filtration, washed 3 times with water and twice with ethyl acetate, and dried under r...